This data is from the Open Reaction Database (ORD), a public repository of structured organic reaction records. The task is: describe an organic reaction: reactants, conditions, products, and yield Starting materials: ClCCl, CO, [Cl-], [NH4+], [Na+], [OH-], CON=C(C(=O)NCCc1ccccc1)c1csc(N=CN(C)C)n1. Product: CON=C(C(=O)NCCc1ccccc1)c1csc(N)n1. Reaction SMILES: [CH2:30]([Cl:31])[Cl:32].[CH3:33][OH:34].[Cl-:28].[NH4+:29].[Na+:27].[OH-:26].[c:1]1([CH2:7][CH2:8][NH:9][C:10]([C:11](=[N:12][O:13][CH3:14])[c:15]2[n:16][c:17]([N:20]=[CH:21][N:22]([CH3:23])[CH3:24])[s:18][cH:19]2)=[O:25])[cH:2][cH:3][cH:4][cH:5][cH:6]1>>[c:1]1([CH2:7][CH2:8][NH:9][C:10]([C:11](=[N:12][O:13][CH3:14])[c:15]2[n:16][c:17]([NH2:20])[s:18][cH:19]2)=[O:25])[cH:2][cH:3][cH:4][cH:5][cH:6]1. The reactants are C(CC(O)(C(=O)[O-])CC(=O)[O-])(=O)[O-].[Na+].[Na+].[Na+] (Sodium citrate), Cl[Pd]Cl (PdCl2). Run in O (water), O (water). Conditions: time 10 hour. Yields the product [Pd].C(CC(O)(C(=O)[O-])CC(=O)[O-])(=O)[O-].[Na+].[Na+].[Na+] (Pd sodium citrate). Reaction SMILES: [C:1]([O-:13])(=[O:12])[CH2:2][C:3]([CH2:8][C:9]([O-:11])=[O:10])([C:5]([O-:7])=[O:6])[OH:4].[Na+:14].[Na+].[Na+].Cl[Pd:18]Cl>O>[Pd:18].[C:1]([O-:13])(=[O:12])[CH2:2][C:3]([CH2:8][C:9]([O-:11])=[O:10])([C:5]([O-:7])=[O:6])[OH:4].[Na+:14].[Na+:14].[Na+:14] |f:0.1.2.3,6.7.8.9.10|. Procedure details: Sodium citrate (8.07 g) was dissolved in 807 ml of water, to which was added 56 ml of 6.7×10-3M PdCl2. This mixture was further diluted with 403 ml of water. The mixture was heated to boiling for 10 hours to form a Pd-sodium citrate colloid solution. To this was added 2 g fluorinated carbon (fluorine content 28%, median particle size less than one micrometer, surface area 130 m2 /g) together with 100 ml methanol. The solution was evaporated and the solid was reduced in hydrogen for 14 hours at 3...